The task is: describe an organic reaction: reactants, conditions, products, and yield. This data is from the Open Reaction Database (ORD), a public repository of structured organic reaction records. The reactants are COC(=O)C(O)Cc1ccc(OCCNC(=O)OC(C)(C)C)cc1, CCCCP(CCCC)CCCC, CS(=O)(=O)c1ccc(O)cc1, O=C(N=NC(=O)N1CCCCC1)N1CCCCC1. The product is COC(=O)C(Cc1ccc(OCCNC(=O)OC(C)(C)C)cc1)Oc1ccc(S(C)(=O)=O)cc1. RXN SMILES: [C:1]([CH3:2])([CH3:3])([CH3:4])[O:5][C:6](=[O:7])[NH:8][CH2:9][CH2:10][O:11][c:12]1[cH:13][cH:14][c:15]([CH2:18][CH:19]([C:20](=[O:21])[O:22][CH3:23])[OH:24])[cH:16][cH:17]1.[CH2:36]([P:37]([CH2:38][CH2:39][CH2:40][CH3:41])[CH2:42][CH2:43][CH2:44][CH3:45])[CH2:46][CH2:47][CH3:48].[CH3:25][S:26](=[O:27])(=[O:28])[c:29]1[cH:30][cH:31][c:32]([OH:35])[cH:33][cH:34]1.[N:49]([C:50]([N:51]1[CH2:52][CH2:53][CH2:54][CH2:55][CH2:56]1)=[O:57])=[N:58][C:59]([N:60]1[CH2:61][CH2:62][CH2:63][CH2:64][CH2:65]1)=[O:66]>>[C:1]([CH3:2])([CH3:3])([CH3:4])[O:5][C:6](=[O:7])[NH:8][CH2:9][CH2:10][O:11][c:12]1[cH:13][cH:14][c:15]([CH2:18][CH:19]([C:20](=[O:21])[O:22][CH3:23])[O:24][c:32]2[cH:31][cH:30][c:29]([S:26]([CH3:25])(=[O:27])=[O:28])[cH:34][cH:33]2)[cH:16][cH:17]1. Reactants: Cl.FC1=CC=C(C=C1)C(C(CC1=CC=C(C=C1)C(F)(F)F)N)O ((1RS,2SR)-1-(4-fluorophenyl)-1-hydroxy-3-(4-(trifluoromethyl)phenyl)-2-propylamine hydrochloride), FC(C1=CC=C(C(=O)Cl)C=C1)(F)F (4-(trifluoromethyl)benzoyl chloride), C(O)([O-])=O.[Na+] (sodium hydrogen carbonate). The solvent is C(C)(=O)OCC (ethyl acetate), O (water). Run at time 1 hour. Yields the product FC1=CC=C(C=C1)C(C(CC1=CC=C(C=C1)C(F)(F)F)NC(C1=CC=C(C=C1)C(F)(F)F)=O)O (N-((1RS,2SR)-2-(4-fluorophenyl)-2-hydroxy-1-((4-(trifluoromethyl)phenyl)methyl)ethyl)-4-(trifluoromethyl)benzamide). The yield is 61.8%. As a reaction SMILES: Cl.[F:2][C:3]1[CH:8]=[CH:7][C:6]([CH:9]([OH:23])[CH:10]([NH2:22])[CH2:11][C:12]2[CH:17]=[CH:16][C:15]([C:18]([F:21])([F:20])[F:19])=[CH:14][CH:13]=2)=[CH:5][CH:4]=1.[F:24][C:25]([F:36])([F:35])[C:26]1[CH:34]=[CH:33][C:29]([C:30](Cl)=[O:31])=[CH:28][CH:27]=1.C(=O)([O-])O.[Na+]>C(OCC)(=O)C.O>[F:2][C:3]1[CH:4]=[CH:5][C:6]([CH:9]([OH:23])[CH:10]([NH:22][C:30](=[O:31])[C:29]2[CH:33]=[CH:34][C:26]([C:25]([F:24])([F:35])[F:36])=[CH:27][CH:28]=2)[CH2:11][C:12]2[CH:17]=[CH:16][C:15]([C:18]([F:21])([F:20])[F:19])=[CH:14][CH:13]=2)=[CH:7][CH:8]=1 |f:0.1,3.4|. Reported procedure: To a solution of (1RS,2SR)-1-(4-fluorophenyl)-1-hydroxy-3-(4-(trifluoromethyl)phenyl)-2-propylamine hydrochloride (200 mg, 0.57 mmol) in ethyl acetate (5 ml) were added 4-(trifluoromethyl)benzoyl chloride (179 mg, 0.86 mmol) and saturated aqueous sodium hydrogen carbonate (5 ml) and the mixture was stirred at room temperature for 1 hr. The reaction solution was diluted with water (50 ml), and extracted with ethyl acetate (50 ml×2). The extract was washed with saturated brine, dried over anhydrou...